From a dataset of the Open Reaction Database (ORD), a public repository of structured organic reaction records. describe an organic reaction: reactants, conditions, products, and yield The reactants are COCCc1ccc(OCC(O)C(C)(C)[N+](=O)[O-])cc1, CCO, CC(=O)O. Product: COCCc1ccc(OCC(O)C(C)(C)N)cc1. RXN SMILES: [CH3:1][O:2][CH2:3][CH2:4][c:5]1[cH:6][cH:7][c:8]([O:9][CH2:10][CH:11]([C:12]([CH3:13])([CH3:14])[N+:15]([O-:16])=[O:17])[OH:18])[cH:19][cH:20]1.[CH3:21][CH2:22][OH:23].[CH3:24][C:25](=[O:26])[OH:27]>>[CH3:1][O:2][CH2:3][CH2:4][c:5]1[cH:6][cH:7][c:8]([O:9][CH2:10][CH:11]([C:12]([CH3:13])([CH3:14])[NH2:15])[OH:18])[cH:19][cH:20]1. The product is COc1ccc(C(F)(F)F)cc1NC(=O)Nc1cccc(Sc2ccncc2)c1. The reactants are COc1ccc(C(F)(F)F)cc1N, Cc1ccccc1, ClCCl, O=C(Cl)Cl, O, c1ccncc1, Nc1cccc(Sc2ccncc2)c1. RXN SMILES: [CH3:11][O:12][c:13]1[c:14]([NH2:15])[cH:16][c:17]([C:20]([F:21])([F:22])[F:23])[cH:18][cH:19]1.[CH3:42][c:43]1[cH:44][cH:45][cH:46][cH:47][cH:48]1.[Cl:38][CH2:39][Cl:40].[Cl:7][C:8]([Cl:9])=[O:10].[OH2:41].[cH:1]1[cH:2][cH:3][n:4][cH:5][cH:6]1.[n:24]1[cH:25][cH:26][c:27]([S:30][c:31]2[cH:32][c:33]([NH2:34])[cH:35][cH:36][cH:37]2)[cH:28][cH:29]1>>[C:8](=[O:10])([NH:15][c:14]1[c:13]([O:12][CH3:11])[cH:19][cH:18][c:17]([C:20]([F:21])([F:22])[F:23])[cH:16]1)[NH:34][c:33]1[cH:32][c:31]([S:30][c:27]2[cH:26][cH:25][n:24][cH:29][cH:28]2)[cH:37][cH:36][cH:35]1. As a reaction SMILES: C(OC([N:8]1[C@@H:12]([CH2:13][CH:14]([CH3:16])[CH3:15])[CH:11]([CH2:17][N:18](C(OCC2C=CC=CC=2)=O)[C:19](=[O:26])[C@H:20]([CH2:22][CH:23]([CH3:25])[CH3:24])[NH2:21])[O:10]C1(C)C)=O)(C)(C)C.FC(F)(F)C(O)=O.[ClH:46].[H][H]>ClCCl.[Pd].O.C(O)(=O)C>[ClH:46].[ClH:46].[NH2:8][C@@H:12]([CH2:13][CH:14]([CH3:16])[CH3:15])[C@H:11]([OH:10])[CH2:17][NH:18][C:19](=[O:26])[C@H:20]([CH2:22][CH:23]([CH3:24])[CH3:25])[NH2:21] |f:8.9.10|. Reagents/catalysts: [Pd] (palladium on charcoal). Product: Cl.Cl.N[C@H]([C@@H](CNC([C@@H](N)CC(C)C)=O)O)CC(C)C (N-[(2R,3S)-3-Amino-2-hydroxy-5-methylhexyl]-L-leucinamide, dihydrochloride). Procedure: A solution of 250 mg (0.47 mmol) of N-[[(4S)-3-[(t-butyloxy)carbonyl]-2,2-dimethyl-4-(2-methylpropyl)-5-oxazolidinyl]methyl]-N-[(phenylmethoxy)carbonyl]-L-leucinamide in 3 ml of dry dichloromethane was cooled in an ice bath under nitrogen, and treated with 1.5 ml of distilled trifluoroacetic acid. The reaction was stirred at ambient temperature. After 1 hour, the solvent was removed in vacuo, the residue dissovled in 1.7 ml of distilled tetrahydrofuran, treated with 1.0 ml (1 mmol) of 1N hydroch... Yield: 71.7%. Reactants: [H][H] (hydrogen), C(C)(C)(C)OC(=O)N1C(OC([C@@H]1CC(C)C)CN(C([C@@H](N)CC(C)C)=O)C(=O)OCC1=CC=CC=C1)(C)C (N-[[(4S)-3-[(t-butyloxy)carbonyl]-2,2-dimethyl-4-(2-methylpropyl)-5-oxazolidinyl]methyl]-N-[(phenylmethoxy)carbonyl]-L-leucinamide), FC(C(=O)O)(F)F (trifluoroacetic acid), Cl (hydrochloric acid), Cl (hydrochloric acid). Conditions: time 1 hour. Run in O (water), ClCCl (dichloromethane), O (water), C(C)(=O)O (acetic acid). Starting materials: aqueous solution, C=O (formaldehyde), C=O (formaldehyde), SC1=CC=C(C=C1)C(C(C)(N1CCOCC1)C)=O (1-(4-mercaptophenyl)-2-methyl-2-morpholinopropan-1-one), aqueous solution, CNC (dimethylamine). Run in C(C)OCC (diethyl ether). Reaction conditions: time 60 minute. Yields the product CN(C)CSC1=CC=C(C=C1)C(C(C)N1CCOCC1)=O (1-[4-(Dimethylaminomethylthio)-phenyl]-2-morpholinopropan-1-one). RXN SMILES: [SH:1][C:2]1[CH:7]=[CH:6][C:5]([C:8](=[O:18])[C:9](C)([N:11]2[CH2:16][CH2:15][O:14][CH2:13][CH2:12]2)[CH3:10])=[CH:4][CH:3]=1.[CH3:19][NH:20][CH3:21].[CH2:22]=O>C(OCC)C>[CH3:19][N:20]([CH2:22][S:1][C:2]1[CH:7]=[CH:6][C:5]([C:8](=[O:18])[CH:9]([N:11]2[CH2:16][CH2:15][O:14][CH2:13][CH2:12]2)[CH3:10])=[CH:4][CH:3]=1)[CH3:21]. Procedure details: 7.7 g (0.03 mol) of 1-(4-mercaptophenyl)-2-methyl-2-morpholinopropan-1-one are treated, while being cooled in ice, with 10 ml of a 40% aqueous solution of dimethylamine. After 30 minutes at room temperature the mixture is again cooled in an ice bath, and 3 ml of a 35% aqueous solution of formaldehyde are added dropwise (≈0.038 mol of formaldehyde). The mixture is then stirred at room temperature for 60 minutes and is heated at 50° C. for a further 2 hours. After cooling, 25 ml of diethyl ether a... The reactants are [BH4-], C=CCOc1ccc(Br)cc1C=O, [Na+], O. The product is C=CCOc1ccc(Br)cc1CO. RXN SMILES: [BH4-:14].[CH2:1]([CH:2]=[CH2:3])[O:4][c:5]1[c:6]([CH:7]=[O:8])[cH:9][c:10]([Br:13])[cH:11][cH:12]1.[Na+:15].[OH2:16]>>[CH2:1]([CH:2]=[CH2:3])[O:4][c:5]1[c:6]([CH2:7][OH:8])[cH:9][c:10]([Br:13])[cH:11][cH:12]1. The reactants are C(\C=C\CCCC)OC1=CC=C(C(=O)NC2=C(C=CC=C2)SC2=C(C(=O)O)C=CC=C2)C=C1 ((E)-2-[2-[4-(2-heptenyloxy)benzoylamino]phenylthio]benzoic acid), N,N'-carbonyldiimidazole, N (Ammonia). The solvent is C1=CC=CC=C1 (benzene). Reaction conditions: time 2 hour. The product is C(\C=C\CCCC)OC1=CC=C(C(=O)NC2=C(C=CC=C2)SC2=C(C(=O)N)C=CC=C2)C=C1 ((E)-2-[ 2-[4-(2-heptenyloxy)benzoylamino]phenylthio]benzamide). As a reaction SMILES: [CH2:1]([O:8][C:9]1[CH:33]=[CH:32][C:12]([C:13]([NH:15][C:16]2[CH:21]=[CH:20][CH:19]=[CH:18][C:17]=2[S:22][C:23]2[CH:31]=[CH:30][CH:29]=[CH:28][C:24]=2[C:25](O)=[O:26])=[O:14])=[CH:11][CH:10]=1)/[CH:2]=[CH:3]/[CH2:4][CH2:5][CH2:6][CH3:7].[NH3:34]>C1C=CC=CC=1>[CH2:1]([O:8][C:9]1[CH:33]=[CH:32][C:12]([C:13]([NH:15][C:16]2[CH:21]=[CH:20][CH:19]=[CH:18][C:17]=2[S:22][C:23]2[CH:31]=[CH:30][CH:29]=[CH:28][C:24]=2[C:25]([NH2:34])=[O:26])=[O:14])=[CH:11][CH:10]=1)/[CH:2]=[CH:3]/[CH2:4][CH2:5][CH2:6][CH3:7]. Reported procedure: In 40 ml of benzene was suspended 2.8 g of (E)-2-[2-[4-(2-heptenyloxy)benzoylamino]phenylthio]benzoic acid followed by addition of 1.2 g of N,N'-carbonyldiimidazole, and the mixture was stirred at room temperature for 2 hours. Ammonia gas was introduced into the mixture with ice-cooling and stirring for 20 minutes and the mixture was then allowed to stand at room temperature for 2 hours. The crystals separated out therefrom were collected by filtration and washed with ethyl acetate to give 2.6 g... Reactants: CS(=O)(=O)Cl (methanesulfonyl chloride), OCCC1(C(N2N(CC=CC2C(=O)OC)C1=O)=O)C (methyl 2,3,5,8-tetrahydro-2-(2-hydroxyethyl)-2-methyl-1,3-dioxo-1H-pyrazolo[1,2-a]-pyridazine-5-carboxylate), Cl (hydrochloric acid), ice water. The solvent is N1=CC=CC=C1 (pyridine). Reaction conditions: time 2 hour. Yields the product CS(=O)(=O)OCCC1(C(N2N(CC=CC2C(=O)OC)C1=O)=O)C (methyl 2,3,5,8-tetrahydro-2-(2-methanesulfonyloxyethyl)-2-methyl-1,3-dioxo-1H-pyrazolo[1,2-a]pyridazine-5-carboxylate). Isolated yield 90.5%. As a reaction SMILES: [CH3:1][S:2](Cl)(=[O:4])=[O:3].[OH:6][CH2:7][CH2:8][C:9]1([CH3:24])[C:21](=[O:22])[N:12]2[CH2:13][CH:14]=[CH:15][CH:16]([C:17]([O:19][CH3:20])=[O:18])[N:11]2[C:10]1=[O:23].Cl>N1C=CC=CC=1>[CH3:1][S:2]([O:6][CH2:7][CH2:8][C:9]1([CH3:24])[C:21](=[O:22])[N:12]2[CH2:13][CH:14]=[CH:15][CH:16]([C:17]([O:19][CH3:20])=[O:18])[N:11]2[C:10]1=[O:23])(=[O:4])=[O:3]. Reported procedure: 3.45 g (30 mmol) of methanesulfonyl chloride were added dropwise to a stirred solution, cooled at 0° C., of 6.7 g (25 mmol) of methyl 2,3,5,8-tetrahydro-2-(2-hydroxyethyl)-2-methyl-1,3-dioxo-1H-pyrazolo[1,2-a]-pyridazine-5-carboxylate in 20 ml of dry pyridine. After 2 hours, the resulting suspension was poured on to ice/water and acidified with 2M hydrochloric acid. Extraction with dichloromethane then yielded 7.84 g (75%) of methyl 2,3,5,8-tetrahydro-2-(2-methanesulfonyloxyethyl)-2-methyl-1,3-d... The reactants are OOS(=O)[O-].[K+] (Oxone), C(Cl)Cl (methylene chloride), ClC=1N=C(C2=C(N1)N=C(S2)SC)N2CCOCC2 (5-Chloro-2-(methylthio)-7-morpholinothiazolo[4,5-d]pyrimidine), OOS(=O)[O-].[K+] (oxone). Run in O (water), CO (methanol). Run at temperature 50 celsius, time 1 hour. Product: ClC=1N=C(C2=C(N1)N=C(S2)S(=O)(=O)C)N2CCOCC2 (5-chloro-2-(methylsulfonyl)-7-morpholinothiazolo[4,5-d]pyrimidine). RXN SMILES: [Cl:1][C:2]1[N:3]=[C:4]([N:13]2[CH2:18][CH2:17][O:16][CH2:15][CH2:14]2)[C:5]2[S:10][C:9](SC)=[N:8][C:6]=2[N:7]=1.O[O:20][S:21]([O-:23])=O.[K+].[CH2:25](Cl)Cl>CO.O>[Cl:1][C:2]1[N:3]=[C:4]([N:13]2[CH2:18][CH2:17][O:16][CH2:15][CH2:14]2)[C:5]2[S:10][C:9]([S:21]([CH3:25])(=[O:23])=[O:20])=[N:8][C:6]=2[N:7]=1 |f:1.2|. Procedure details: 5-Chloro-2-(methylthio)-7-morpholinothiazolo[4,5-d]pyrimidine was dissolved in methanol. Oxone (2.2 eq) was added in water (10:1 ratio methanol:water). The solution was heated to 50° C. for 2.5 hours. One additional equivalent of oxone was added (if needed) and solution was stirred at 50° C. for an additional 1 hour. The solution was cooled to room temperature and methylene chloride was added. The resulting solid was filtered off and rinsed with methylene chloride. The organic solution was washe... Starting materials: C1(CCC1)N (cyclobutylamine), COC(=O)C1=CC(=NC(=C1)Cl)C(=O)OCC (6-chloropyridine-2,4-dicarboxylic acid 2-ethyl ester 4-methyl ester), C1(=CC=CC=C1)P(C1=C(C2=CC=CC=C2C=C1)C1=C(C=CC2=CC=CC=C12)P(C1=CC=CC=C1)C1=CC=CC=C1)C1=CC=CC=C1 (racemic 2,2′-bis(diphenylphosphino)-1,1′-binaphthyl), C([O-])([O-])=O.[Cs+].[Cs+] (cesium carbonate). The reagents and catalysts are C(C)(=O)[O-].[Pd+2].C(C)(=O)[O-] (palladium acetate). Run in C1(=CC=CC=C1)C (toluene). Run at temperature 90 celsius, time 8 hour. The product is COC(=O)C1=CC(=NC(=C1)NC1CCC1)C(=O)OCC (6-Cyclobutylaminopyridine-2,4-dicarboxylic acid 2-ethyl ester 4-methyl ester). Yield: 39.1%. RXN SMILES: [CH3:1][O:2][C:3]([C:5]1[CH:10]=[C:9](Cl)[N:8]=[C:7]([C:12]([O:14][CH2:15][CH3:16])=[O:13])[CH:6]=1)=[O:4].C1(P(C2C=CC=CC=2)C2C=CC3C(=CC=CC=3)C=2C2C3C(=CC=CC=3)C=CC=2P(C2C=CC=CC=2)C2C=CC=CC=2)C=CC=CC=1.C(=O)([O-])[O-].[Cs+].[Cs+].[CH:69]1([NH2:73])[CH2:72][CH2:71][CH2:70]1>C([O-])(=O)C.[Pd+2].C([O-])(=O)C.C1(C)C=CC=CC=1>[CH3:1][O:2][C:3]([C:5]1[CH:10]=[C:9]([NH:73][CH:69]2[CH2:72][CH2:71][CH2:70]2)[N:8]=[C:7]([C:12]([O:14][CH2:15][CH3:16])=[O:13])[CH:6]=1)=[O:4] |f:2.3.4,6.7.8|. Procedure details: Add 6-chloropyridine-2,4-dicarboxylic acid 2-ethyl ester 4-methyl ester (0.500 g, 2.05 mmol), palladium acetate (0.0461 g, 0.205 mmol), racemic 2,2′-bis(diphenylphosphino)-1,1′-binaphthyl (0.128 g, 0.205 mmol), cesium carbonate (0.801 g, 2.46 mmol) and toluene (5 mL), to a sealed vessel flushed with nitrogen. Slowly add cyclobutylamine (0.210 mL, 2.46 mmol) and heat and stir the sealed vessel at 90° C. overnight. Cool to room temperature, filter through a pad of filtering agent, concentrate and ...